This data is from the Open Reaction Database (ORD), a public repository of structured organic reaction records. The task is: describe an organic reaction: reactants, conditions, products, and yield Starting materials: [N+](=O)([O-])C1=C(O)C=CC=C1O (2-nitroresorcinol), II (iodine). The reagents and catalysts are FC(C(=O)[O-])(F)F.[Ag+] (silver trifluoroacetate). Run in C(Cl)(Cl)Cl (chloroform). Run at time 8 hour. Product: IC1=C(C(=C(O)C=C1)[N+](=O)[O-])O (4-iodo-2-nitroresorcinol). Yield: 89.0%. RXN SMILES: [N+:1]([C:4]1[C:10]([OH:11])=[CH:9][CH:8]=[CH:7][C:5]=1[OH:6])([O-:3])=[O:2].[I:12]I>C(Cl)(Cl)Cl.FC(F)(F)C([O-])=O.[Ag+]>[I:12][C:7]1[CH:8]=[CH:9][C:10]([OH:11])=[C:4]([N+:1]([O-:3])=[O:2])[C:5]=1[OH:6] |f:3.4|. Procedure: A mixture of 1 g (6.4 mmol) of 2-nitroresorcinol, 1.42 g (6.4 mmol) of silver trifluoroacetate and 1.64 g (6.4 mmol) of iodine in 25 mL of chloroform was stirred overnight at room temperature. The reaction mixture was filtered through celite, washed with 20 mL of dichloromethane. The combined filtrate was washed with 10% aqueous sodium metabisulfite, water, brine and dried over anhydrous magnesium sulfate, evaporated to dryness to give 1.6 g of crude 4-iodo-2-nitroresorcinol [H1 NMR (CDCl3) 6.52...